Dataset: the Open Reaction Database (ORD), a public repository of structured organic reaction records. Task: describe an organic reaction: reactants, conditions, products, and yield Starting materials: Cc1ccccc1, COc1ccccc1N, O=Cc1ccccc1. The product is COc1ccccc1N=Cc1ccccc1. As a reaction SMILES: [CH3:18][c:19]1[cH:20][cH:21][cH:22][cH:23][cH:24]1.[CH3:9][O:10][c:11]1[c:12]([NH2:13])[cH:14][cH:15][cH:16][cH:17]1.[CH:1](=[O:2])[c:3]1[cH:4][cH:5][cH:6][cH:7][cH:8]1>>[CH:1]([c:3]1[cH:4][cH:5][cH:6][cH:7][cH:8]1)=[N:13][c:12]1[c:11]([O:10][CH3:9])[cH:17][cH:16][cH:15][cH:14]1.